Dataset: the Open Reaction Database (ORD), a public repository of structured organic reaction records. Task: describe an organic reaction: reactants, conditions, products, and yield Product: CC1(C)C=C(c2ccccc2[N+](=O)[O-])CC1(C)C. Starting materials: CCOC(C)=O, CCO, CC1(C)C=C(OS(=O)(=O)C(F)(F)F)CC1(C)C, Cc1ccccc1, O=[N+]([O-])c1ccccc1B(O)O, [Na+], [Na+], O=C([O-])[O-], c1ccc(P(c2ccccc2)(c2ccccc2)[Pd](P(c2ccccc2)(c2ccccc2)c2ccccc2)(P(c2ccccc2)(c2ccccc2)c2ccccc2)P(c2ccccc2)(c2ccccc2)c2ccccc2)cc1. RXN SMILES: [CH3:120][CH2:121][O:122][C:123](=[O:124])[CH3:125].[CH3:126][CH2:127][OH:128].[CH3:1][C:2]1([CH3:17])[CH:3]=[C:4]([O:9][S:10]([C:11]([F:12])([F:13])[F:14])(=[O:15])=[O:16])[CH2:5][C:6]1([CH3:7])[CH3:8].[CH3:36][c:37]1[cH:38][cH:39][cH:40][cH:41][cH:42]1.[N+:18](=[O:19])([O-:20])[c:21]1[c:22]([B:27]([OH:28])[OH:29])[cH:23][cH:24][cH:25][cH:26]1.[Na+:30].[Na+:31].[O-:32][C:33](=[O:34])[O-:35].[cH:43]1[cH:44][cH:45][c:46]([P:47]([Pd:48]([P:49]([c:50]2[cH:51][cH:52][cH:53][cH:54][cH:55]2)([c:56]2[cH:57][cH:58][cH:59][cH:60][cH:61]2)[c:62]2[cH:63][cH:64][cH:65][cH:66][cH:67]2)([P:68]([c:69]2[cH:70][cH:71][cH:72][cH:73][cH:74]2)([c:75]2[cH:76][cH:77][cH:78][cH:79][cH:80]2)[c:81]2[cH:82][cH:83][cH:84][cH:85][cH:86]2)[P:87]([c:88]2[cH:89][cH:90][cH:91][cH:92][cH:93]2)([c:94]2[cH:95][cH:96][cH:97][cH:98][cH:99]2)[c:100]2[cH:101][cH:102][cH:103][cH:104][cH:105]2)([c:106]2[cH:107][cH:108][cH:109][cH:110][cH:111]2)[c:112]2[cH:113][cH:114][cH:115][cH:116][cH:117]2)[cH:118][cH:119]1>>[CH3:1][C:2]1([CH3:17])[CH:3]=[C:4]([c:22]2[c:21]([N+:18](=[O:19])[O-:20])[cH:26][cH:25][cH:24][cH:23]2)[CH2:5][C:6]1([CH3:7])[CH3:8]. Starting materials: NC=1C=C2C(=NNC2=CC1)C (5-Amino-3-methylindazole), C=C1CC(=O)O1 (diketene). The solvent is C(C)#N (acetonitrile). Run at time 8 hour. Yields the product CC1=NNC2=CC=C(C=C12)NC(CC(C)=O)=O (N-(3-methyl-1H-indazol-5-yl)-3-oxobutanamide). Reaction SMILES: [NH2:1][C:2]1[CH:3]=[C:4]2[C:8](=[CH:9][CH:10]=1)[NH:7][N:6]=[C:5]2[CH3:11].[CH2:12]=[C:13]1[O:17][C:15](=[O:16])[CH2:14]1>C(#N)C>[CH3:11][C:5]1[C:4]2[C:8](=[CH:9][CH:10]=[C:2]([NH:1][C:15](=[O:16])[CH2:14][C:13](=[O:17])[CH3:12])[CH:3]=2)[NH:7][N:6]=1. Procedure: 5-Amino-3-methylindazole (300 mg, 2.04 mmol, 1.00 equiv) was dissolved in acetonitrile (4 mL) and diketene (151 uL, 2.04 mmol, 1.00 equiv) was added. The reaction mixture was stirred overnight, and the reaction mixture was purified directly by silica gel chromatography (50→100% EtOAc/hexanes)